This data is from the Open Reaction Database (ORD), a public repository of structured organic reaction records. The task is: describe an organic reaction: reactants, conditions, products, and yield The reactants are solution, C[Si](C)(C)C=[N+]=[N-] ((trimethylsilyl)diazomethane), [Si](C1=CC=CC=C1)(C1=CC=CC=C1)(C(C)(C)C)O[C@@H]1[C@H](N(CC1)C(=O)OC(C)(C)C)C(=O)OC (1-tert-butyl 2-methyl (2S,3S)-3-{[tert-butyl(diphenyl)silyl]oxy}pyrrolidine-1,2-dicarboxylate), CO (methanol). The solvent is CCCCCC (hexane). The product is [Si](C1=CC=CC=C1)(C1=CC=CC=C1)(C(C)(C)C)O[C@@H]1[C@H](N(CC1)C(=O)OC(C)(C)C)CO (tert-butyl (2R,3S)-3-{[tert-butyl(diphenyl)silyl]oxy}-2-(hydroxymethyl)pyrrolidine-1-carboxylate). Isolated yield 207.7%. Reaction SMILES: C[Si](C=[N+]=[N-])(C)C.[Si:8]([O:25][C@H:26]1[CH2:30][CH2:29][N:28]([C:31]([O:33][C:34]([CH3:37])([CH3:36])[CH3:35])=[O:32])[C@@H:27]1[C:38](OC)=[O:39])([C:21]([CH3:24])([CH3:23])[CH3:22])([C:15]1[CH:20]=[CH:19][CH:18]=[CH:17][CH:16]=1)[C:9]1[CH:14]=[CH:13][CH:12]=[CH:11][CH:10]=1.CO>CCCCCC>[Si:8]([O:25][C@H:26]1[CH2:30][CH2:29][N:28]([C:31]([O:33][C:34]([CH3:37])([CH3:36])[CH3:35])=[O:32])[C@@H:27]1[CH2:38][OH:39])([C:21]([CH3:23])([CH3:24])[CH3:22])([C:15]1[CH:16]=[CH:17][CH:18]=[CH:19][CH:20]=1)[C:9]1[CH:10]=[CH:11][CH:12]=[CH:13][CH:14]=1. Reported procedure: 2.0 M of a solution of (trimethylsilyl)diazomethane in hexane (40 mL) was added dropwise to 1-tert-butyl 2-methyl (2S,3S)-3-{[tert-butyl(diphenyl)silyl]oxy}pyrrolidine-1,2-dicarboxylate (11.6 g) and methanol (50 mL) with stirring. The reaction solution was concentrated and the residue was added dimethylformamide (100 mL), tert-butyldiphenylchlorosilane (13.7 mL) and imidazole (6.37 g) and stirred at room temperature for overnight. The reaction solution was added water and extracted with a mixtur... The reactants are BrB(Br)Br, COc1ccc(N2C(=O)OCC2c2cccc(C(F)(F)F)c2)cc1, ClCCl, O=C1NC(c2cccc(C(F)(F)F)c2)CO1, COc1ccc(I)cc1. Yields the product O=C1OCC(c2cccc(C(F)(F)F)c2)N1c1ccc(O)cc1. RXN SMILES: [B:50]([Br:51])([Br:52])[Br:53].[CH3:1][O:2][c:3]1[cH:4][cH:5][c:6]([N:9]2[C:10](=[O:24])[O:11][CH2:12][CH:13]2[c:14]2[cH:15][c:16]([C:20]([F:21])([F:22])[F:23])[cH:17][cH:18][cH:19]2)[cH:7][cH:8]1.[Cl:54][CH2:55][Cl:56].[F:25][C:26]([F:27])([F:28])[c:29]1[cH:30][c:31]([CH:32]2[CH2:33][O:34][C:35](=[O:36])[NH:37]2)[cH:38][cH:39][cH:40]1.[I:41][c:42]1[cH:43][cH:44][c:45]([O:46][CH3:47])[cH:48][cH:49]1>>[OH:2][c:3]1[cH:4][cH:5][c:6]([N:9]2[C:10](=[O:24])[O:11][CH2:12][CH:13]2[c:14]2[cH:15][c:16]([C:20]([F:21])([F:22])[F:23])[cH:17][cH:18][cH:19]2)[cH:7][cH:8]1. Starting materials: FC1=C2C(C(=O)OC2=O)=CC(=C1)F (3,5-difluorophthalic anhydride), O (water). Yields the product FC1=C(C(C(=O)O)=CC(=C1)F)C(=O)O (3,5-difluorophthalic acid). RXN SMILES: [F:1][C:2]1[CH:12]=[C:11]([F:13])[CH:10]=[C:4]2[C:5]([O:7][C:8](=[O:9])[C:3]=12)=[O:6].[OH2:14]>>[F:1][C:2]1[CH:12]=[C:11]([F:13])[CH:10]=[C:4]([C:5]([OH:14])=[O:6])[C:3]=1[C:8]([OH:7])=[O:9]. Procedure: reacting said 3,5-difluorophthalic anhydride with excess water to produce 3,5-difluorophthalic acid; and Reactants: CN(C)C=O, ClCCl, [H][H], CCOC(=O)C1CN(C(=O)OCc2ccccc2)CC1=O, Cl[Ru]Cl, c1ccccc1. The product is CCOC(=O)C1CN(C(=O)OCc2ccccc2)CC1O. As a reaction SMILES: [CH3:1][N:2]([CH3:3])[CH:4]=[O:5].[Cl:29][CH2:30][Cl:31].[H:27][H:28].[O:6]=[C:7]1[CH:8]([C:22](=[O:23])[O:24][CH2:25][CH3:26])[CH2:9][N:10]([C:12](=[O:13])[O:14][CH2:15][c:16]2[cH:17][cH:18][cH:19][cH:20][cH:21]2)[CH2:11]1.[Ru:32]([Cl:33])[Cl:34].[cH:35]1[cH:36][cH:37][cH:38][cH:39][cH:40]1>>[OH:6][CH:7]1[CH:8]([C:22](=[O:23])[O:24][CH2:25][CH3:26])[CH2:9][N:10]([C:12](=[O:13])[O:14][CH2:15][c:16]2[cH:17][cH:18][cH:19][cH:20][cH:21]2)[CH2:11]1. The reactants are COC=1C=C2C=CC(=NC2=CC1)C1=CC(=CC=C1)OC (6-methoxy-2-(3-methoxyphenyl)quinoline), B(Br)(Br)Br (boron tribromide). Yields the product OC=1C=C(C=CC1)C1=NC2=CC=C(C=C2C=C1)O (2-(3-Hydroxyphenyl)quinolin-6-ol). Yield: 10.0%. Reaction SMILES: C[O:2][C:3]1[CH:4]=[C:5]2[C:10](=[CH:11][CH:12]=1)[N:9]=[C:8]([C:13]1[CH:18]=[CH:17][CH:16]=[C:15]([O:19]C)[CH:14]=1)[CH:7]=[CH:6]2.B(Br)(Br)Br>>[OH:19][C:15]1[CH:14]=[C:13]([C:8]2[CH:7]=[CH:6][C:5]3[C:10](=[CH:11][CH:12]=[C:3]([OH:2])[CH:4]=3)[N:9]=2)[CH:18]=[CH:17][CH:16]=1. Procedure details: The compound is prepared by reaction of 6-methoxy-2-(3-methoxyphenyl)quinoline (77 mg, 0.29 mmol, 1 eq) with boron tribromide (15 eq) according to method G. Purification by column chromatography with hexane/ethyl acetate 7/3 as the eluent yields the desired product in a yield of 10%, 7 mg. The reactants are O=C([O-])[O-], CC(C)(C)OC(=O)OC(=O)OC(C)(C)C, CNO, [K+], [K+], C1CCOC1. Product: CN(O)C(=O)OC(C)(C)C. As a reaction SMILES: [C:4](=[O:5])([O-:6])[O-:7].[CH3:10][C:11]([CH3:12])([CH3:13])[O:14][C:15]([O:17][C:16]([O:18][C:19]([CH3:20])([CH3:21])[CH3:22])=[O:23])=[O:24].[CH3:1][NH:2][OH:3].[K+:8].[K+:9].[O:25]1[CH2:26][CH2:27][CH2:28][CH2:29]1>>[CH3:1][N:2]([OH:3])[C:15]([O:14][C:11]([CH3:10])([CH3:12])[CH3:13])=[O:17]. Starting materials: N1C(CCC1)=O (Pyrrolidin-2-one), COC(C1=CC(=CC(=C1)I)Br)=O (3-bromo-5-iodo-benzoic acid methyl ester), C(=O)([O-])[O-].[Cs+].[Cs+] (Cs2CO3), CC1(C2=C(C(=CC=C2)P(C3=CC=CC=C3)C4=CC=CC=C4)OC5=C(C=CC=C51)P(C6=CC=CC=C6)C7=CC=CC=C7)C (Xantphos). The reagents and catalysts are C=1C=CC(=CC1)/C=C/C(=O)/C=C/C2=CC=CC=C2.C=1C=CC(=CC1)/C=C/C(=O)/C=C/C2=CC=CC=C2.C=1C=CC(=CC1)/C=C/C(=O)/C=C/C2=CC=CC=C2.[Pd].[Pd] (tris(dibenzylideneacetone)dipalladium(0)). Solvent: O1CCOCC1 (dioxan). Reaction conditions: temperature 55 celsius, time 5 day. Yields the product COC(C1=CC(=CC(=C1)N1C(CCC1)=O)Br)=O (3-bromo-5-(2-oxo-pyrrolidin-1-yl)-benzoic acid methyl ester). Yield: 387.5%. RXN SMILES: [CH3:1][O:2][C:3](=[O:12])[C:4]1[CH:9]=[C:8](I)[CH:7]=[C:6]([Br:11])[CH:5]=1.C([O-])([O-])=O.[Cs+].[Cs+].CC1(C)C2C(=C(P(C3C=CC=CC=3)C3C=CC=CC=3)C=CC=2)OC2C(P(C3C=CC=CC=3)C3C=CC=CC=3)=CC=CC1=2.[NH:61]1[CH2:65][CH2:64][CH2:63][C:62]1=[O:66]>C1C=CC(/C=C/C(/C=C/C2C=CC=CC=2)=O)=CC=1.C1C=CC(/C=C/C(/C=C/C2C=CC=CC=2)=O)=CC=1.C1C=CC(/C=C/C(/C=C/C2C=CC=CC=2)=O)=CC=1.[Pd].[Pd].O1CCOCC1>[CH3:1][O:2][C:3](=[O:12])[C:4]1[CH:9]=[C:8]([N:61]2[CH2:65][CH2:64][CH2:63][C:62]2=[O:66])[CH:7]=[C:6]([Br:11])[CH:5]=1 |f:1.2.3,6.7.8.9.10|. Procedure details: A flask was charged under nitrogen with 3-bromo-5-iodo-benzoic acid methyl ester (D8a) (14.8 g, 43.4 mmol, 1 equiv), Cs2CO3 (21 g, 65 mmol, 1.5 equiv), tris(dibenzylideneacetone)dipalladium(0) (794 mg, 0.87 mmol, 0.02 equiv), Xantphos (1.5 g, 2.6 mmol, 0.06 equiv) and dioxan (150 ml). Pyrrolidin-2-one (5 ml, 5.54 mmol, 1.5 equiv) was then added via syringe and the resulting mixture was stirred at 55° C. for 5 days then cooled to room temperature and concentrated in vacuo. The residue was partiti... Product: C(CCC)C1=NC2=C(N1CC1=CC=C(C=C1)C=1C(=CC=CC1)C(=O)O)C=CC(=C2)C(C)=O (4'-[(2-n-Butyl-5-acetyl-benzimidazol-1-yl)-methyl]biphenyl-2-carboxylic acid). As a reaction SMILES: [CH2:1]([C:5]1[N:9]([CH2:10][C:11]2[CH:16]=[CH:15][C:14]([C:17]3[C:18]([C:23]([O:25]C(C)(C)C)=[O:24])=[CH:19][CH:20]=[CH:21][CH:22]=3)=[CH:13][CH:12]=2)[C:8]2[CH:30]=[CH:31][C:32]([C:34](=[O:36])[CH3:35])=[CH:33][C:7]=2[N:6]=1)[CH2:2][CH2:3][CH3:4].FC(F)(F)C(O)=O>C(Cl)Cl>[CH2:1]([C:5]1[N:9]([CH2:10][C:11]2[CH:12]=[CH:13][C:14]([C:17]3[C:18]([C:23]([OH:25])=[O:24])=[CH:19][CH:20]=[CH:21][CH:22]=3)=[CH:15][CH:16]=2)[C:8]2[CH:30]=[CH:31][C:32]([C:34](=[O:36])[CH3:35])=[CH:33][C:7]=2[N:6]=1)[CH2:2][CH2:3][CH3:4]. Reactants: C(CCC)C1=NC2=C(N1CC1=CC=C(C=C1)C=1C(=CC=CC1)C(=O)OC(C)(C)C)C=CC(=C2)C(C)=O (tert.butyl 4'-[(2-n-butyl-5-acetyl-benzimidazol-1-yl)-methyl]biphenyl-2-carboxylate), FC(C(=O)O)(F)F (trifluoroacetic acid). Procedure details: Prepared in analogous manner to Example 9 from tert.butyl 4'-[(2-n-butyl-5-acetyl-benzimidazol-1-yl)-methyl]biphenyl-2-carboxylate and trifluoroacetic acid in methylene chloride. Solvent: C(Cl)Cl (methylene chloride). The reactants are [N+](=[N-])=C (diazomethane), O[C@@H]1C[C@@H](COC1)C(=O)O ((cis)-5-hydroxytetrahydropyran-3-carboxylic acid). Run in C(C)OCC (diethyl ether), CO (methanol). Run at temperature 0 celsius, time 2 hour. The product is O[C@@H]1C[C@@H](COC1)C(=O)OC (Methyl (cis)-5-hydroxytetrahydropyran-3-carboxylate). RXN SMILES: [N+](=[CH2:3])=[N-].[OH:4][C@H:5]1[CH2:10][O:9][CH2:8][C@@H:7]([C:11]([OH:13])=[O:12])[CH2:6]1>C(OCC)C.CO>[OH:4][C@H:5]1[CH2:10][O:9][CH2:8][C@@H:7]([C:11]([O:13][CH3:3])=[O:12])[CH2:6]1. Procedure: A solution of diazomethane in diethyl ether (approx. 0.4 M) is added in excess to a solution of 23 mmol of (cis)-5-hydroxytetrahydropyran-3-carboxylic acid in 300 ml of methanol at 0° C. The mixture is stirred at 0° C. for 2 hours and then quenched with magnesium sulphate, filtered and evaporated. The crude title compound is identified by means of the Rf. Reactants: OS(=O)(=O)[O-].[K+] (KHSO4), C([O-])([O-])=O.[Cs+].[Cs+] (cesium carbonate), BrC(C(=O)OCC)(C)C (ethyl 2-bromo-2-methylpropionate), FC1=C(C=CC(=C1C)O)C(C)=O (1-(2-fluoro-4-hydroxy-3-methyl-phenyl)-ethanone), C([O-])([O-])=O.[Cs+].[Cs+] (cesium carbonate), BrC(C(=O)OCC)(C)C (ethyl 2-bromo-2-methylpropionate). The solvent is CN(C)C=O (DMF). Run at temperature 50 celsius, time 11 hour. The product is C(C)OC(C(C)(C)OC1=C(C(=C(C=C1)C(C)=O)F)C)=O (2-(4-Acetyl-3-fluoro-2-methyl-phenoxy)-2-methyl-propionic acid ethyl ester). Isolated yield 27.4%. RXN SMILES: [F:1][C:2]1[C:7]([CH3:8])=[C:6]([OH:9])[CH:5]=[CH:4][C:3]=1[C:10](=[O:12])[CH3:11].C(=O)([O-])[O-].[Cs+].[Cs+].Br[C:20]([CH3:27])([CH3:26])[C:21]([O:23][CH2:24][CH3:25])=[O:22].OS([O-])(=O)=O.[K+]>CN(C=O)C>[CH2:24]([O:23][C:21](=[O:22])[C:20]([O:9][C:6]1[CH:5]=[CH:4][C:3]([C:10](=[O:12])[CH3:11])=[C:2]([F:1])[C:7]=1[CH3:8])([CH3:27])[CH3:26])[CH3:25] |f:1.2.3,5.6|. Procedure: A suspension of 0.21 g (0.62 mmol) of crude 1-(2-fluoro-4-hydroxy-3-methyl-phenyl)-ethanone, 0.45 g (1.37 mmol) of cesium carbonate and 0.24 ml (1.25 mmol) of ethyl 2-bromo-2-methylpropionate in 5 ml of DMF was heated at 50° C. for 7 h. Additional 0.10 g (0.31 mmol) of cesium carbonate and 0.06 ml (0.31 mmol) of ethyl 2-bromo-2-methylpropionate were added and stirred at 50° C. for 11 h. The mixture was neutralized with aqueous 10% KHSO4 and extracted with ether (three times). The organic phases ...